Dataset: the Open Reaction Database (ORD), a public repository of structured organic reaction records. Task: describe an organic reaction: reactants, conditions, products, and yield Reactants: CCC1CC(=O)CC(=O)C1, CC(=O)[O-], [NH4+]. The product is CCC1CC(=O)C=C(N)C1. As a reaction SMILES: [CH2:1]([CH3:2])[CH:3]1[CH2:4][C:5](=[O:10])[CH2:6][C:7](=[O:9])[CH2:8]1.[CH3:12][C:13](=[O:14])[O-:15].[NH4+:11]>>[CH2:1]([CH3:2])[CH:3]1[CH2:4][C:5](=[O:10])[CH:6]=[C:7]([NH2:11])[CH2:8]1. The reactants are FC(F)(F)C(=[N+]=[N-])C(F)(F)F (bis(trifluoromethyl)diazomethane), C(#N)C#C (cyanoacetylene). Procedure details: A sealed glass tube containing 36.2 g of bis(trifluoromethyl)diazomethane and 10.2 g of cyanoacetylene was heated at 50°C for 24 hours. The product was distilled to give 40.1 g of 3,3-bis(trifluoromethyl)-5-cyano-3H-pyrazole, bp 38°C/12 mm. The ultraviolet, infrared, and mass spectra as well as the proton and fluorine nuclear magnetic resonance spectra were consistent with the proposed structure. The yield is 87.6%. Run at temperature 50 celsius. RXN SMILES: [F:1][C:2]([C:5]([C:8]([F:11])([F:10])[F:9])=[N+:6]=[N-:7])([F:4])[F:3].[C:12]([C:14]#[CH:15])#[N:13]>>[F:1][C:2]([F:4])([F:3])[C:5]1([C:8]([F:9])([F:10])[F:11])[CH:15]=[C:14]([C:12]#[N:13])[N:7]=[N:6]1. The product is FC(C1(N=NC(=C1)C#N)C(F)(F)F)(F)F (3,3-bis(trifluoromethyl)-5-cyano-3H-pyrazole). Starting materials: O=C([O-])[O-], CC(C)=O, [Cs+], [Cs+], O, O=C(O)c1cc(O)ccc1O. Yields the product [Cs+], O=C([O-])c1cc(O)ccc1O. RXN SMILES: [C:12](=[O:13])([O-:14])[O-:15].[CH3:18][C:19](=[O:20])[CH3:21].[Cs+:16].[Cs+:17].[OH2:22].[OH:1][C:2](=[O:3])[c:4]1[cH:5][c:6]([OH:7])[cH:8][cH:9][c:10]1[OH:11]>>[Cs+:16].[O:1]=[C:2]([O-:3])[c:4]1[cH:5][c:6]([OH:7])[cH:8][cH:9][c:10]1[OH:11]. The reactants are ClC=1C=CC(=NC1)N1N=C(C=C1O)C(F)(F)F (1-(5-chloro-2-pyridyl)-3-trifluoromethyl-5-hydroxypyrazole), [F-].[K+] (KF), BrCN1S(C2=C(C1=O)C(=CC(=C2)OC)C(C)C)(=O)=O (2-bromomethyl-4-isopropyl-6-methoxy-1,2-benzisothiazol-3(2H)-one 1,1-dioxide). The solvent is CN(C)C=O (DMF). Run at time 20 minute. Product: C(C)(C)C1=CC(=CC2=C1C(N(S2(=O)=O)COC2=CC(=NN2C2=NC=C(C=C2)Cl)C(F)(F)F)=O)OC (4-isopropyl-6-methoxy-2-[1-(5-chloro-2-pyridyl)-3-(trifluoromethyl)pyrazol-5-yl-oxymethyl]-1,2-benzisothiazol-3(2H)-one 1,1-dioxide). Yield: 79.2%. As a reaction SMILES: [Cl:1][C:2]1[CH:3]=[CH:4][C:5]([N:8]2[C:12]([OH:13])=[CH:11][C:10]([C:14]([F:17])([F:16])[F:15])=[N:9]2)=[N:6][CH:7]=1.[F-].[K+].Br[CH2:21][N:22]1[C:26](=[O:27])[C:25]2[C:28]([CH:34]([CH3:36])[CH3:35])=[CH:29][C:30]([O:32][CH3:33])=[CH:31][C:24]=2[S:23]1(=[O:38])=[O:37]>CN(C=O)C>[CH:34]([C:28]1[C:25]2[C:26](=[O:27])[N:22]([CH2:21][O:13][C:12]3[N:8]([C:5]4[CH:4]=[CH:3][C:2]([Cl:1])=[CH:7][N:6]=4)[N:9]=[C:10]([C:14]([F:17])([F:16])[F:15])[CH:11]=3)[S:23](=[O:38])(=[O:37])[C:24]=2[CH:31]=[C:30]([O:32][CH3:33])[CH:29]=1)([CH3:36])[CH3:35] |f:1.2|. Procedure details: A mixture of 1-(5-chloro-2-pyridyl)-3-trifluoromethyl-5-hydroxypyrazole (527 mg; 2 mmol) and KF (232 mg; 4 mmol) in 4 ml of DMF was stirred under nitrogen at room temperature for 20 minutes and then 2-bromomethyl-4-isopropyl-6-methoxy-1,2-benzisothiazol-3(2H)-one 1,1-dioxide (609 mg, 1.75 mmol) was added. The reaction mixture was stirred at room temperature for 1 hour, filtered, and the solid residue was washed with water. The white solid was dissolved in methylene chloride, dried over magnesium... Starting materials: C1(=CC=C(C=C1)S(=O)(=O)O)C (para-toluenesulfonic acid), C(CC)S (n-propyl mercaptan), O1C(=CC=C1)C=O (2-furaldehyde). Solvent: C1CCCCC1 (cyclohexane). Conditions: time 25 minute. Yields the product C(CC)SC(C=1OC=CC1)SCCC (2-FURALDEHYDE DIPROPYL MERCAPTAL). As a reaction SMILES: C1(C)C=C[C:4]([S:7](O)(=O)=O)=[CH:3][CH:2]=1.[CH2:12]([SH:15])[CH2:13][CH3:14].[O:16]1[CH:20]=[CH:19][CH:18]=[C:17]1[CH:21]=O>C1CCCCC1>[CH2:12]([S:15][CH:21]([S:7][CH2:4][CH2:3][CH3:2])[C:17]1[O:16][CH:20]=[CH:19][CH:18]=1)[CH2:13][CH3:14]. Procedure details: Into a 100 ml reaction flask equipped with reflux condenser, thermometer and magnetic stirring bar with hot plate and magnetic stirring apparatus is placed 0.5 grams of para-toluenesulfonic acid, 5 ml cyclohexane and 15.2 grams (0.2 moles) of n-propyl mercaptan. Over a period of 25 minutes, 9.6 grams (0.1 mole) of 2-furaldehyde is added with stirring. The reaction mixture is then heated to reflux and refluxed for a period of 10 hours while removing water of reaction. The the end of the 10 hour r... Starting materials: C(C1=CC=CC=C1)OC1=C(CN(CC)C2=NC=C(C=C2)C(=O)OC)C=C(C=C1)Br (methyl 2-[N-(2-benzyloxy-5-bromobenzyl)-N-ethylamino]pyridine-5-carboxylate), C(O)([O-])=O.[Na+] (sodium hydrogen carbonate). Run in ClCCl (dichloromethane). Reaction conditions: time 28 hour. Yields the product OC1=C(CN(CC)C2=NC=C(C=C2)C(=O)OC)C=C(C=C1)Br (methyl 2-[N-(2-hydroxy-5-bromobenzyl)-N-ethylamino]pyridine-5-carboxylate). The yield is 74.7%. RXN SMILES: C([O:8][C:9]1[CH:28]=[CH:27][C:26]([Br:29])=[CH:25][C:10]=1[CH2:11][N:12]([C:15]1[CH:20]=[CH:19][C:18]([C:21]([O:23][CH3:24])=[O:22])=[CH:17][N:16]=1)[CH2:13][CH3:14])C1C=CC=CC=1.C(=O)([O-])O.[Na+]>ClCCl>[OH:8][C:9]1[CH:28]=[CH:27][C:26]([Br:29])=[CH:25][C:10]=1[CH2:11][N:12]([C:15]1[CH:20]=[CH:19][C:18]([C:21]([O:23][CH3:24])=[O:22])=[CH:17][N:16]=1)[CH2:13][CH3:14] |f:1.2|. Reported procedure: A solution of methyl 2-[N-(2-benzyloxy-5-bromobenzyl)-N-ethylamino]pyridine-5-carboxylate (10.0 g, 22 mmol) in dichloromethane (150 mL) was treated with trichloride dimethyl sulphide complex (40 ml, 2M, 80 mmol). The reaction was stirred at ambient temperature for 28 hours. Saturated aqueous sodium hydrogen carbonate solution was added and the layers separated. The aqueous layer was washed with dichloromethane, the organic layers combined, dried (MgSO4) and evaporated to give an off-white solid.... RXN SMILES: C([O:8][C:9]([C@:11]12[CH2:18][CH2:17][C@@:14]([CH:19]=[CH:20][C:21]([O:23][CH3:24])=[O:22])([CH2:15][CH2:16]1)[CH2:13][CH2:12]2)=[O:10])C1C=CC=CC=1>C(O)C.O.[Pd]>[CH3:24][O:23][C:21]([CH2:20][CH2:19][C:14]12[CH2:15][CH2:16][C:11]([C:9]([OH:10])=[O:8])([CH2:18][CH2:17]1)[CH2:12][CH2:13]2)=[O:22] |f:1.2|. Procedure: 4-(2-Methoxycarbony-vinyl)-bicyclo[2.2.2]octane-1-carboxylic acid benzyl ester (XX, Example 95, 35 g, 106.6 mmol) is dissolved in ethyl alcohol/water (9/1, 300 ml) and is placed in a Porter pressure bottle. Palladium on carbon (10%, 5 g) is added and the mixture is hydrogenated (65 psi) for 48 hr. The reaction mixture is filtered through a pad of celite and the combined filtrates were concentrated to give the title compound, NMR (400 MHz, CDCl3) δ 3.58, 2.18, 1.74, 1.44 and 1.38. The reactants are C(C1=CC=CC=C1)OC(=O)[C@@]12CC[C@](CC1)(CC2)C=CC(=O)OC (trans-4-(2-Methoxycarbonylvinyl)bicyclo[2.2.2]octane-1-carboxylic acid benzyl ester). The product is COC(=O)CCC12CCC(CC1)(CC2)C(=O)O (4-(2-Methoxycarbonylethyl)bicyclo[2.2.2]octane-1-carboxylic acid). Run in C(C)O.O (ethyl alcohol water). The reagents and catalysts are [Pd] (Palladium on carbon).